From a dataset of the Open Reaction Database (ORD), a public repository of structured organic reaction records. describe an organic reaction: reactants, conditions, products, and yield Reactants: COc1cc(CC(=O)OC(C)(C)C)ccc1N, CCN(C(C)C)C(C)C, CC(C)(C)CC1NC(C(=O)O)C(c2cccc(Cl)c2F)C12C(=O)Nc1cc(Cl)ccc12, O=C(O)C(F)(F)F, O=P(Cl)(c1ccccc1)c1ccccc1. Product: COc1cc(CC(=O)OC(C)(C)C)ccc1NC(=O)C1NC(CC(C)(C)C)C2(C(=O)Nc3cc(Cl)ccc32)C1c1cccc(Cl)c1F. Reaction SMILES: [C:63]([CH3:64])([CH3:65])([CH3:66])[O:67][C:68]([CH2:69][c:70]1[cH:71][c:72]([O:77][CH3:78])[c:73]([NH2:76])[cH:74][cH:75]1)=[O:79].[CH:39]([N:40]([CH:41]([CH3:42])[CH3:43])[CH2:44][CH3:45])([CH3:46])[CH3:47].[Cl:8][c:9]1[cH:10][cH:11][c:12]2[c:16]([cH:17]1)[NH:15][C:14](=[O:18])[C:13]21[CH:19]([CH2:34][C:35]([CH3:36])([CH3:37])[CH3:38])[NH:20][CH:21]([C:31](=[O:32])[OH:33])[CH:22]1[c:23]1[c:24]([F:30])[c:25]([Cl:29])[cH:26][cH:27][cH:28]1.[F:1][C:2]([F:3])([F:4])[C:5]([OH:6])=[O:7].[c:48]1([P:49]([Cl:50])([c:51]2[cH:52][cH:53][cH:54][cH:55][cH:56]2)=[O:57])[cH:58][cH:59][cH:60][cH:61][cH:62]1>>[Cl:8][c:9]1[cH:10][cH:11][c:12]2[c:16]([cH:17]1)[NH:15][C:14](=[O:18])[C:13]21[CH:19]([CH2:34][C:35]([CH3:36])([CH3:37])[CH3:38])[NH:20][CH:21]([C:31](=[O:32])[NH:76][c:73]2[c:72]([O:77][CH3:78])[cH:71][c:70]([CH2:69][C:68]([O:67][C:63]([CH3:64])([CH3:65])[CH3:66])=[O:79])[cH:75][cH:74]2)[CH:22]1[c:23]1[c:24]([F:30])[c:25]([Cl:29])[cH:26][cH:27][cH:28]1. Reactants: CCCCCCCCCCCCCCOc1ccc(C(=O)Cl)cc1, ClCCl, ClC(Cl)Cl, Nc1ccccc1, O, c1ccncc1. Yields the product CCCCCCCCCCCCCCOc1ccc(C(=O)Nc2ccccc2)cc1. As a reaction SMILES: [CH2:14]([CH2:15][CH2:16][CH2:17][CH2:18][CH2:19][CH2:20][CH2:21][CH2:22][CH2:23][CH2:24][CH2:25][CH2:26][CH3:27])[O:28][c:29]1[cH:30][cH:31][c:32]([C:33](=[O:34])[Cl:35])[cH:36][cH:37]1.[CH2:38]([Cl:39])[Cl:40].[CH:41]([Cl:42])([Cl:43])[Cl:44].[NH2:1][c:2]1[cH:3][cH:4][cH:5][cH:6][cH:7]1.[OH2:45].[cH:8]1[cH:9][cH:10][n:11][cH:12][cH:13]1>>[NH:1]([c:2]1[cH:3][cH:4][cH:5][cH:6][cH:7]1)[C:33]([c:32]1[cH:31][cH:30][c:29]([O:28][CH2:14][CH2:15][CH2:16][CH2:17][CH2:18][CH2:19][CH2:20][CH2:21][CH2:22][CH2:23][CH2:24][CH2:25][CH2:26][CH3:27])[cH:37][cH:36]1)=[O:34]. Reactants: COC(CCCCCCCCCCC=O)=O (12-Oxo-dodecanoic acid methyl ester), [Br-].C(C)(C)(C)OC(=O)C1=CC=C(S1)C[P+](C1=CC=CC=C1)(C1=CC=CC=C1)C1=CC=CC=C1 ((5-tert-butoxycarbonyl-thiophen-2-ylmethyl)-triphenylphosphonium bromide), C1CCC2=NCCCN2CC1 (DBU), crude material, C(C)(C)(C)OC(=O)C=1SC(=CC1)C=CCCCCCCCCCCC(=O)OC (5-(12-methoxycarbonyl-dodec-1-enyl)thiophene-2-carboxylic acid tert-butyl ester). Reagents/catalysts: [Pd] (Palladium on carbon). Solvent: CO (methanol), CN(C)C=O (DMF). Run at temperature 80 celsius, time 30 minute. Product: C(C)(C)(C)OC(=O)C=1SC(=CC1)CCCCCCCCCCCCC(=O)OC (5-(12-methoxycarbonyl-dodecyl)-thiophene-2-carboxylic acid tert-butyl ester). Reaction SMILES: COC(=O)CCCCCCCCCCC=O.[Br-].C(OC(C1SC(C[P+](C2C=CC=CC=2)(C2C=CC=CC=2)C2C=CC=CC=2)=CC=1)=O)(C)(C)C.C1CCN2C(=NCCC2)CC1.[C:61]([O:65][C:66]([C:68]1[S:69][C:70]([CH:73]=[CH:74][CH2:75][CH2:76][CH2:77][CH2:78][CH2:79][CH2:80][CH2:81][CH2:82][CH2:83][CH2:84][C:85]([O:87][CH3:88])=[O:86])=[CH:71][CH:72]=1)=[O:67])([CH3:64])([CH3:63])[CH3:62]>CN(C=O)C.CO.[Pd]>[C:61]([O:65][C:66]([C:68]1[S:69][C:70]([CH2:73][CH2:74][CH2:75][CH2:76][CH2:77][CH2:78][CH2:79][CH2:80][CH2:81][CH2:82][CH2:83][CH2:84][C:85]([O:87][CH3:88])=[O:86])=[CH:71][CH:72]=1)=[O:67])([CH3:64])([CH3:63])[CH3:62] |f:1.2|. Procedure details: 12-Oxo-dodecanoic acid methyl ester (14.5 g, 63.4 mmol) and (5-tert-butoxycarbonyl-thiophen-2-ylmethyl)-triphenylphosphonium bromide (29.1 g, 63.4 mmol) were dissolved in DMF (350 mL). DBU was added and the mixture was heated to 80° C. for 35 minutes. The reaction mixture was allowed to cool to room temperature and separated between diethyl ether (3×500 mL) and water (2000 mL). The organic phases were collected and washed with water (1×500 mL). The organic phase was dried (MgSO4) and the solvent... The reactants are CC(=O)O, CC(=O)O, ClCCl, Ic1ccccc1, COC(=O)c1ccccc1OCCC1(CCO)CCCCC1. Product: COC(=O)c1ccccc1OCCC1(CC=O)CCCCC1. Reaction SMILES: [C:30]([OH:31])(=[O:32])[CH3:33].[C:34]([OH:35])(=[O:36])[CH3:37].[Cl:38][CH2:39][Cl:40].[I:23][c:24]1[cH:25][cH:26][cH:27][cH:28][cH:29]1.[OH:1][CH2:2][CH2:3][C:4]1([CH2:10][CH2:11][O:12][c:13]2[c:14]([C:15](=[O:16])[O:17][CH3:18])[cH:19][cH:20][cH:21][cH:22]2)[CH2:5][CH2:6][CH2:7][CH2:8][CH2:9]1>>[O:1]=[CH:2][CH2:3][C:4]1([CH2:10][CH2:11][O:12][c:13]2[c:14]([C:15](=[O:16])[O:17][CH3:18])[cH:19][cH:20][cH:21][cH:22]2)[CH2:5][CH2:6][CH2:7][CH2:8][CH2:9]1. Reactants: C[Si](C)(C)CCCO, Cc1ccccc1, C=COC(=O)Cl, c1ccncc1. Product: C=COC(=O)OCCC[Si](C)(C)C. As a reaction SMILES: [CH3:1][Si:2]([CH3:3])([CH3:4])[CH2:5][CH2:6][CH2:7][OH:8].[CH3:21][c:22]1[cH:23][cH:24][cH:25][cH:26][cH:27]1.[CH:15](=[CH2:16])[O:17][C:18](=[O:19])[Cl:20].[cH:9]1[cH:10][cH:11][n:12][cH:13][cH:14]1>>[CH3:1][Si:2]([CH3:3])([CH3:4])[CH2:5][CH2:6][CH2:7][O:8][C:18]([O:17][CH:15]=[CH2:16])=[O:19]. The reactants are Cl.NCC(COC1=C(C=CC=C1)OC)O (1-amino-3-ortho-methoxyphenoxy 2-propanol hydrochloride), C1(=CC=CC=C1)C1=NC2=CC=CC=C2C(=N1)Cl (2-phenyl-4-chloroquinazoline), CO (methanol), [OH-].[Na+] (sodium hydroxide), [OH-].[Na+] (sodium hydroxide). The solvent is O (water). Conditions: time 2 hour. Product: O.COC1=C(OCC(CNC2=NC(=NC3=CC=CC=C23)C2=CC=CC=C2)O)C=CC=C1 (1-(2-Methoxyphenoxy)-3-[(2-phenyl-4-quinazolinyl)amino]-2-propanol, Monohydrate). Yield: 28.6%. RXN SMILES: Cl.[NH2:2][CH2:3][CH:4]([OH:15])[CH2:5][O:6][C:7]1[CH:12]=[CH:11][CH:10]=[CH:9][C:8]=1[O:13][CH3:14].[C:16]1([C:22]2[N:31]=[C:30](Cl)[C:29]3[C:24](=[CH:25][CH:26]=[CH:27][CH:28]=3)[N:23]=2)[CH:21]=[CH:20][CH:19]=[CH:18][CH:17]=1.CO.[OH-].[Na+]>O>[OH2:6].[CH3:14][O:13][C:8]1[CH:9]=[CH:10][CH:11]=[CH:12][C:7]=1[O:6][CH2:5][CH:4]([OH:15])[CH2:3][NH:2][C:30]1[C:29]2[C:24](=[CH:25][CH:26]=[CH:27][CH:28]=2)[N:23]=[C:22]([C:16]2[CH:21]=[CH:20][CH:19]=[CH:18][CH:17]=2)[N:31]=1 |f:0.1,4.5,7.8|. Reported procedure: A mixture containing 5.8 g (0.025 mole) of 1-amino-3-ortho-methoxyphenoxy 2-propanol hydrochloride, 6 g (0.025 mole) of 2-phenyl-4-chloroquinazoline, 150 ml of methanol, 1.0 g of sodium hydroxide (in one ml of water) was refluxed for 6 hrs. Another one gram of sodium hydroxide (in one ml of water) was added and refluxing was continued for 2 hrs. The resulting reaction mixture was cooled to room temperature and filtered. The gummy substance which was obtained when the filtrate was mixed with 300 ... Starting materials: C(/C1=CC=CC=C1)=N\C1=C2COC(C2=CC(=C1)F)=O ((E)-4-(benzylideneamino)-6-fluoroisobenzofuran-1(3H)-one), CN1C(=NC=C1)C=O (1-methyl-1H-imidazole-2-carbaldehyde), [O-]CC.[Na+] (sodium ethoxide), C(C)O (ethanol). Solvent: C(CC)(=O)OCC (ethyl propionate). Conditions: temperature 0 celsius, time 2 hour. Yields the product FC=1C=C(C=2C(C(C(NC2C1)C1=CC=CC=C1)C=1N(C=CN1)C)=O)C(=O)OCC (ethyl 7-fluoro-3-(1-methyl-1H-imidazol-2-yl)-4-oxo-2-phenyl-1,2,3,4-tetrahydroquinoline-5-carboxylate). Reaction SMILES: [CH:1](=[N:8]/[C:9]1[CH:17]=[C:16]([F:18])[CH:15]=[C:14]2[C:10]=1[CH2:11][O:12][C:13]2=[O:19])\[C:2]1[CH:7]=[CH:6][CH:5]=[CH:4][CH:3]=1.[CH3:20][N:21]1[CH:25]=[CH:24][N:23]=[C:22]1[CH:26]=O.[O-:28][CH2:29][CH3:30].[Na+].C(O)C>C(OCC)(=O)CC>[F:18][C:16]1[CH:15]=[C:14]([C:13]([O:12][CH2:11][CH3:10])=[O:19])[C:30]2[C:29](=[O:28])[CH:26]([C:22]3[N:21]([CH3:20])[CH:25]=[CH:24][N:23]=3)[CH:1]([C:2]3[CH:3]=[CH:4][CH:5]=[CH:6][CH:7]=3)[NH:8][C:9]=2[CH:17]=1 |f:2.3|. Reported procedure: A mixture of (E)-4-(benzylideneamino)-6-fluoroisobenzofuran-1(3H)-one (2 g, 7.8 mmol) and 1-methyl-1H-imidazole-2-carbaldehyde (0.949 g, 8.63 mmol) in ethyl propionate (50 mL) was cooled to 0° C. Then a solution of sodium ethoxide in ethanol [sodium (722 mg, 31.37 mmol) in ethanol (30 mL)] was added drop-wise. After the addition, the mixture was stirred at room temperature for 2 hr. The mixture was quenched with water (10 mL) and solvent was removed in vacuum. The residue was dissolved in water,...